From a dataset of the Open Reaction Database (ORD), a public repository of structured organic reaction records. describe an organic reaction: reactants, conditions, products, and yield Starting materials: CCOC(=O)CCCCBr, O=C([O-])[O-], CN(C)C=O, [K+], [K+], O, CC(OC(=O)Nc1conc1-c1ccc(O)cc1)c1ccccc1Cl. Yields the product CCOC(=O)CCCCOc1ccc(-c2nocc2NC(=O)OC(C)c2ccccc2Cl)cc1. RXN SMILES: [Br:32][CH2:33][CH2:34][CH2:35][CH2:36][C:37](=[O:38])[O:39][CH2:40][CH3:41].[C:26](=[O:27])([O-:28])[O-:29].[CH3:43][N:44]([CH3:45])[CH:46]=[O:47].[K+:30].[K+:31].[OH2:42].[OH:1][c:2]1[cH:3][cH:4][c:5](-[c:8]2[n:9][o:10][cH:11][c:12]2[NH:13][C:14]([O:15][CH:16]([CH3:17])[c:18]2[c:19]([Cl:24])[cH:20][cH:21][cH:22][cH:23]2)=[O:25])[cH:6][cH:7]1>>[O:1]([c:2]1[cH:3][cH:4][c:5](-[c:8]2[n:9][o:10][cH:11][c:12]2[NH:13][C:14]([O:15][CH:16]([CH3:17])[c:18]2[c:19]([Cl:24])[cH:20][cH:21][cH:22][cH:23]2)=[O:25])[cH:6][cH:7]1)[CH2:33][CH2:34][CH2:35][CH2:36][C:37](=[O:38])[O:39][CH2:40][CH3:41].